From a dataset of the Open Reaction Database (ORD), a public repository of structured organic reaction records. describe an organic reaction: reactants, conditions, products, and yield Starting materials: ClC1=NN=C(C2=CC=CC=C12)Cl (1,4-dichlorophthalazine), Cl.N1=CC=C(C=C1)CC#N (4-Pyridylacetonitrile hydrochloride), [H-].[Na+] (NaH). The solvent is [NH4+].[Cl-] (NH4Cl), C1CCOC1 (THF), C1CCOC1 (THF). Conditions: temperature 0 celsius, time 4 hour. Yields the product ClC1=NN=C(C2=CC=CC=C12)C(C#N)C1=CC=NC=C1 (1-chloro-4-(4-pyridylcyanomethyl)phthalazine). Yield: 64.5%. As a reaction SMILES: Cl.[N:2]1[CH:7]=[CH:6][C:5]([CH2:8][C:9]#[N:10])=[CH:4][CH:3]=1.[H-].[Na+].Cl[C:14]1[C:23]2[C:18](=[CH:19][CH:20]=[CH:21][CH:22]=2)[C:17]([Cl:24])=[N:16][N:15]=1>C1COCC1.[NH4+].[Cl-]>[Cl:24][C:17]1[C:18]2[C:23](=[CH:22][CH:21]=[CH:20][CH:19]=2)[C:14]([CH:8]([C:5]2[CH:6]=[CH:7][N:2]=[CH:3][CH:4]=2)[C:9]#[N:10])=[N:15][N:16]=1 |f:0.1,2.3,6.7|. Procedure: 4-Pyridylacetonitrile hydrochloride (5.00 g, 32.3 mmol) in 40 mL of THF was sonicated for 10 min, and the mixture was added to 10 mL THF solution of NaH (1.55 g, 64.7 mmol) using dripping funnel while the temperature was kept below 15° C. After the addition, the mixture was cooled to 0° C. and 1,4-dichlorophthalazine (3.22 g, 24.3 mmol) was added to the mixture. The mixture turned into red instantly. The reaction was continued for another 4 hrs, and the mixture was poured in cold NH4Cl solution.... Starting materials: O1C(CCCC1)O[C@H]1C[C@@H](CC2=CC[C@H]3[C@@H]4CC[C@H]([C@@H](CC[C@H](C(C)(C)OC(C)OCC)F)CI)[C@]4(CC[C@@H]3[C@@]12C)C)OC1OCCCC1 ([1α,3β,24R]-1,3-bis[(tetrahydro-2H-pyran-2yl)oxy]-25-(1-ethoxyethoxy)-24-fluoro-21iodocholest-5-ene), C(CCC)[SnH](CCCC)CCCC (tri-n-butyltin hydride). Run in O1CCCC1 (tetrahydrofuran). The product is O1C(CCCC1)O[C@H]1C[C@@H](CC2=CC[C@H]3[C@@H]4CC[C@H]([C@@H](CC[C@H](C(C)(C)OC(C)OCC)F)C)[C@]4(CC[C@@H]3[C@@]12C)C)OC1OCCCC1 ([1α,3β,24R]-1,3-bis-[(tetrahydro-2H-pyran-2-yl)oxy]-25-(1-ethoxyethoxy)-24-fluorocholest-5-ene). As a reaction SMILES: [O:1]1[CH2:6][CH2:5][CH2:4][CH2:3][CH:2]1[O:7][C@@H:8]1[C@@:40]2([CH3:41])[C:12](=[CH:13][CH2:14][C@@H:15]3[C@@H:39]2[CH2:38][CH2:37][C@@:36]2([CH3:42])[C@H:16]3[CH2:17][CH2:18][C@@H:19]2[C@H:20]([CH2:34]I)[CH2:21][CH2:22][C@@H:23]([F:33])[C:24]([O:27][CH:28]([O:30][CH2:31][CH3:32])[CH3:29])([CH3:26])[CH3:25])[CH2:11][C@@H:10]([O:43][CH:44]2[CH2:49][CH2:48][CH2:47][CH2:46][O:45]2)[CH2:9]1.C([SnH](CCCC)CCCC)CCC>O1CCCC1>[O:1]1[CH2:6][CH2:5][CH2:4][CH2:3][CH:2]1[O:7][C@@H:8]1[C@@:40]2([CH3:41])[C:12](=[CH:13][CH2:14][C@@H:15]3[C@@H:39]2[CH2:38][CH2:37][C@@:36]2([CH3:42])[C@H:16]3[CH2:17][CH2:18][C@@H:19]2[C@H:20]([CH3:34])[CH2:21][CH2:22][C@@H:23]([F:33])[C:24]([O:27][CH:28]([O:30][CH2:31][CH3:32])[CH3:29])([CH3:26])[CH3:25])[CH2:11][C@@H:10]([O:43][CH:44]2[CH2:49][CH2:48][CH2:47][CH2:46][O:45]2)[CH2:9]1. Procedure details: By an alternative procedure, a mixture of 0.206 g. (0.00025 mole) of [1α,3β,24R]-1,3-bis[(tetrahydro-2H-pyran-2yl)oxy]-25-(1-ethoxyethoxy)-24-fluoro-21iodocholest-5-ene, 0.087 g. (0.00030 mole) of tri-n-butyltin hydride and 3 ml of tetrahydrofuran were stirred at 25° C. for 18 hr under an argon atmosphere. The mixture was evaporated to dryness and the residue was purified by chromatography on 0.06-0.20 mm silica gel to yield [1α,3β,24R]-1,3-bis-[(tetrahydro-2H-pyran-2-yl)oxy]-25-(1-ethoxyethoxy)... The reactants are ClC=1C=CC=2N(C1)C(=C(N2)C2=CC=C(C=C2)F)CNC2=NC=CC(=N2)O[C@H]2CN(CC2)C ((R)—N-((6-chloro-2-(4-fluorophenyl)imidazo[1,2-a]pyridin-3-yl)methyl)-4-(1-methylpyrrolidin-3-yloxy)pyrimidin-2-amine), ClC1=CC=C(C=C1)C=1N=C2N(C=CC=C2)C1CC1=NC(=CN=C1)Cl (2-(4-chlorophenyl)-3-((6-chloropyrazin-2-yl)methyl)imidazo[1,2-a]pyridine), N1CC(CC1)O (pyrrolidin-3-ol). Product: ClC1=CC=C(C=C1)C=1N=C2N(C=CC=C2)C1CC1=NC(=CN=C1)OC1CNCC1 (2-(4-chlorophenyl)-3-((6-(pyrrolidin-3-yloxy)pyrazin-2-yl)methyl)imidazo[1,2-a]pyridine). Reaction SMILES: ClC1C=CC2N(C(CNC3N=C([O:26][C@@H:27]4[CH2:31][CH2:30][N:29](C)[CH2:28]4)C=CN=3)=C(C3C=CC(F)=CC=3)N=2)C=1.[Cl:33][C:34]1[CH:39]=[CH:38][C:37]([C:40]2[N:41]=[C:42]3[CH:47]=[CH:46][CH:45]=[CH:44][N:43]3[C:48]=2[CH2:49][C:50]2[CH:55]=[N:54][CH:53]=[C:52](Cl)[N:51]=2)=[CH:36][CH:35]=1.N1CCC(O)C1>>[Cl:33][C:34]1[CH:39]=[CH:38][C:37]([C:40]2[N:41]=[C:42]3[CH:47]=[CH:46][CH:45]=[CH:44][N:43]3[C:48]=2[CH2:49][C:50]2[CH:55]=[N:54][CH:53]=[C:52]([O:26][CH:27]3[CH2:31][CH2:30][NH:29][CH2:28]3)[N:51]=2)=[CH:36][CH:35]=1. Procedure: The title compound was prepared according to the experimental for compound 183 from 2-(4-chlorophenyl)-3-((6-chloropyrazin-2-yl)methyl)imidazo[1,2-a]pyridine and pyrrolidin-3-ol. M/e+ 406 for C22H21ClN5O (M+H)−; 1H-NMR (400 MHz, CDCl3) δ 8.20 (d, J=6.9 Hz, 1H), 7.91 (dd, J=6.6, 1.8 Hz, 2H), 7.75 (d, J=8.4 Hz, 2H), 7.62 (d, J=9.1 Hz, 1H), 7.42 (d, J=8.4 Hz, 2H), 7.20 (m, 1H), 6.79 (td, J=6.9, 1.1 Hz, 1H), 4.59 (s, 1H), 4.35 (s, 2H), 3.54 (m, 3H), 2.09 (m, 2H), 1.55 (s, 1H) ppm Reactants: ( 5 ), N (ammonia), N(=C=S)C1=CC(=C(C=C1)C=1C=C(N=NC1)C)OC (5-(4-isothiocyanato-2-methoxyphenyl)-3-methylpyridazine). Reaction conditions: time 4 hour. Product: COC=1C=C(C=CC1C1=CN=NC(=C1)C)NC(=S)N (1-(3-methoxy-4-(6-methylpyridazin-4-yl)phenyl)thiourea). The yield is 99.4%. RXN SMILES: [NH3:1].[N:2]([C:5]1[CH:10]=[CH:9][C:8]([C:11]2[CH:12]=[C:13]([CH3:17])[N:14]=[N:15][CH:16]=2)=[C:7]([O:18][CH3:19])[CH:6]=1)=[C:3]=[S:4]>>[CH3:19][O:18][C:7]1[CH:6]=[C:5]([NH:2][C:3]([NH2:1])=[S:4])[CH:10]=[CH:9][C:8]=1[C:11]1[CH:12]=[C:13]([CH3:17])[N:14]=[N:15][CH:16]=1. Procedure details: Step L (5): Methanolic ammonia (2.0 M, 20 mL, 40 mmol) was added to a flask charged with 5-(4-isothiocyanato-2-methoxyphenyl)-3-methylpyridazine (650 mg, 2.53 mmol). After 4 h, the reaction mixture was concentrated in vacuo to afford 1-(3-methoxy-4-(6-methylpyridazin-4-yl)phenyl)thiourea (690 mg, 100% yield). LC-MS (M+H)+ 275.2. The reactants are ClC1=C(C(=CC=C1)F)NC=1NC2=C(N1)C=C(C1=C2CC(O1)(C)C)C(=O)O (2-[(2-chloro-6-fluorophenyl)amino]-7,7-dimethyl-7,8-dihydro-1H-furo[3,2-e]benzimidazole-5-carboxylic acid), CCN(C(C)C)C(C)C (DIPEA), S(=O)(Cl)Cl (thionyl chloride), FC1=CC(=C(N)C=C1)C(F)(F)F (4-fluoro-2-(trifluoromethyl)aniline). Run in C1CCOC1 (THF). Product: ClC1=C(C(=CC=C1)F)NC=1NC2=C(N1)C=C(C1=C2CC(O1)(C)C)C(=O)NC1=C(C=C(C=C1)F)C(F)(F)F (2-[(2-Chloro-6-fluorophenyl)amino]-N-[4-fluoro-2-(trifluoromethyl)phenyl]-7,7-dimethyl-7,8-dihydro-1H-furo[3,2-e]benzimidazole-5-carboxamide). Isolated yield 28.0%. RXN SMILES: [Cl:1][C:2]1[CH:7]=[CH:6][CH:5]=[C:4]([F:8])[C:3]=1[NH:9][C:10]1[NH:11][C:12]2[C:18]3[CH2:19][C:20]([CH3:23])([CH3:22])[O:21][C:17]=3[C:16]([C:24]([OH:26])=O)=[CH:15][C:13]=2[N:14]=1.S(Cl)(Cl)=O.[F:31][C:32]1[CH:38]=[CH:37][C:35]([NH2:36])=[C:34]([C:39]([F:42])([F:41])[F:40])[CH:33]=1.CCN(C(C)C)C(C)C>C1COCC1>[Cl:1][C:2]1[CH:7]=[CH:6][CH:5]=[C:4]([F:8])[C:3]=1[NH:9][C:10]1[NH:11][C:12]2[C:18]3[CH2:19][C:20]([CH3:23])([CH3:22])[O:21][C:17]=3[C:16]([C:24]([NH:36][C:35]3[CH:37]=[CH:38][C:32]([F:31])=[CH:33][C:34]=3[C:39]([F:42])([F:40])[F:41])=[O:26])=[CH:15][C:13]=2[N:14]=1. Reported procedure: The title compound was prepared by following the procedure described for Example-108 using 2-[(2-chloro-6-fluorophenyl)amino]-7,7-dimethyl-7,8-dihydro-1H-furo[3,2-e]benzimidazole-5-carboxylic acid (Intermediate-15, 0.100 g, 0.266 mmol), thionyl chloride (2.0 mL), 4-fluoro-2-(trifluoromethyl)aniline (0.095 g, 0.530 mmol), THF (10.0 mL) and DIPEA (2 mL). The obtained crude product was purified by column chromatography on neutral alumina eluting with 0.7-1.0% MeOH:DCM to afford 0.040 g of the desir...